Dataset: the Open Reaction Database (ORD), a public repository of structured organic reaction records. Task: describe an organic reaction: reactants, conditions, products, and yield Starting materials: C(=O)N1CCCCC1 (1-formyl-piperidine), N#N (N2), N#N (N2), three-necked, [Mg] (magnesium), Cl (HCl), COC1=CC=C(C=C1)C#CC1=CC=C(C=C1)Br (4-[(4-bromophenyl) ethynyl] phenyl methyl ether), COC1=CC=C(C=C1)C#CC1=CC=C(C=C1)Br (4-[(4-bromophenyl) ethynyl] phenyl methyl ether), II (iodine crystals). Run in C1CCOC1 (THF), C1CCOC1 (THF), Pet ether, O (Water), C1CCOC1 (THF). Run at time 1 hour. Yields the product COC1=CC=C(C=C1)C#CC1=CC=C(C=O)C=C1 (4-[(4-methoxyphenyl) ethynyl] benzaldehyde). Yield: 77.0%. As a reaction SMILES: [Mg].[CH3:2][O:3][C:4]1[CH:9]=[CH:8][C:7]([C:10]#[C:11][C:12]2[CH:17]=[CH:16][C:15](Br)=[CH:14][CH:13]=2)=[CH:6][CH:5]=1.N#N.II.[CH:23](N1CCCCC1)=[O:24].Cl>C1COCC1.O>[CH3:2][O:3][C:4]1[CH:9]=[CH:8][C:7]([C:10]#[C:11][C:12]2[CH:17]=[CH:16][C:15]([CH:23]=[O:24])=[CH:14][CH:13]=2)=[CH:6][CH:5]=1. Reported procedure: To a dry 100 mL three-necked flask containing magnesium turnings (0.447 g; 18.38 mmol) in dry THF (8 mL), a small portion of 4-[(4-bromophenyl) ethynyl] phenyl methyl ether (VIIa) (0.300 g; 1.044 mmol) was added in one portion, at reflux under a flow of N2. N2 flow and stirring were stopped. The reaction mixture was heated at reflux for 5 minutes then iodine crystals were added, while reflux is maintained to start the reaction. A solution of remaining amount of 4-[(4-bromophenyl) ethynyl] phenyl...